This data is from the Open Reaction Database (ORD), a public repository of structured organic reaction records. The task is: describe an organic reaction: reactants, conditions, products, and yield Starting materials: N[C@@H](C)C(=O)OC (H-Ala-OMe), ON1N=NC2=C1C=CC=C2 (N-hydroxy benzotriazole), Cl (HCl), CC(C)(C)OC(=O)N[C@@H](CO)C(=O)OCC1=CC=C(C=C1)[N+](=O)[O-] (Boc-Ser-ONb). Run in CN(C)C=O (DMF), C(Cl)(Cl)Cl (chloroform). Product: N([C@@H](CO)C(=O)N[C@@H](C)C(=O)OC)C(=O)OC(C)(C)C (Boc-Ser-Ala-OMe). RXN SMILES: [NH2:1][C@H:2]([C:4]([O:6][CH3:7])=[O:5])[CH3:3].Cl.[CH3:9][C:10]([O:13][C:14]([NH:16][C@H:17]([C:20](OCC1C=CC([N+]([O-])=O)=CC=1)=[O:21])[CH2:18][OH:19])=[O:15])([CH3:12])[CH3:11].ON1C2C=CC=CC=2N=N1>CN(C=O)C.C(Cl)(Cl)Cl>[NH:16]([C:14]([O:13][C:10]([CH3:12])([CH3:11])[CH3:9])=[O:15])[C@H:17]([C:18]([NH:1][C@H:2]([C:4]([O:6][CH3:7])=[O:5])[CH3:3])=[O:19])[CH2:20][OH:21]. Procedure details: 25 g of H-Ala-OMe, HCl and 66 g. of Boc-Ser-ONb are dissolved in 500 ml DMF. The product is cooled in an ice bath and 25 ml of NEM, 24 g of N-hydroxy benzotriazole are added with magnetic stirring and the pH is maintained at 6.5 or 7 by addition of NEM. The product is stirred for 18 hrs. at ambient temperature. After TLC monitoring, the medium is evaporated to 90% (0.1 mm Hg-35° C.). The oil obtained is dissolved in 1.500 ml of chloroform, the product is washed with a solution of saturated sodiu... The reactants are COC(=O)C=1N(S(C2=C(C1O)C=CC1=CC=CC=C12)(=O)=O)C (4-hydroxy-2-methyl-2H-naphtho[2,1-e]-1,2-thiazine-3-carboxylic acid methylester-1,1-dioxide), NC1=NC(=CC=C1)C (2-amino-6-methyl-pyridine). Solvent: C(C)(=O)OCC (ethyl acetate). Yields the product OC1=C(N(S(C2=C1C=CC1=CC=CC=C12)(=O)=O)C)C(=O)NC1=NC(=CC=C1)C (4-Hydroxy-2-methyl-N-(6-methyl-2-pyridyl)-2H-naphtho[2,1-e]1,2-thiazine-3-carboxamide-1,1-dioxide). The yield is 51.0%. RXN SMILES: CO[C:3]([C:5]1[N:6]([CH3:22])[S:7](=[O:21])(=[O:20])[C:8]2[C:19]3[C:14](=[CH:15][CH:16]=[CH:17][CH:18]=3)[CH:13]=[CH:12][C:9]=2[C:10]=1[OH:11])=[O:4].[NH2:23][C:24]1[CH:29]=[CH:28][CH:27]=[C:26]([CH3:30])[N:25]=1>C(OCC)(=O)C>[OH:11][C:10]1[C:9]2[CH:12]=[CH:13][C:14]3[C:19]([C:8]=2[S:7](=[O:20])(=[O:21])[N:6]([CH3:22])[C:5]=1[C:3]([NH:23][C:24]1[CH:29]=[CH:28][CH:27]=[C:26]([CH3:30])[N:25]=1)=[O:4])=[CH:18][CH:17]=[CH:16][CH:15]=3. Reported procedure: 4-Hydroxy-2-methyl-N-(6-methyl-2-pyridyl)-2H-naphtho[2,1-e]1,2-thiazine-3-carboxamide-1,1-dioxide was prepared analogous to Example 10 from 4-hydroxy-2-methyl-2H-naphtho[2,1-e]-1,2-thiazine-3-carboxylic acid methylester-1,1-dioxide and 2-amino-6-methyl-pyridine. Yield: 51% of theory; m.p.221°-223° C (decomp.; from ethyl acetate). Reaction conditions: time 30 minute. Procedure details: MePPh3 Br (785 mg, 2.2 mmol) was dissolved in 7 mL THF and treated with KHMDS (408 mg, 2.04 mmol). After stirring for 30 minutes, the product of step d) (350 mg, 1.5 mmol) was added as a solution in 3 mL THF. After stirring for 1 hour, the reaction was diluted with EtOAc and washed with water. The organic layer was concentrated and the product was purified by silica gel chromatography (EtOAc/Hex-gradient) to give 188 mg of the subtitle compound. As a reaction SMILES: [CH3:1][Si]([N-][Si](C)(C)C)(C)C.[K+].[CH2:11]([O:13][C:14]([N:16]1[CH2:22][CH2:21][C:20]2[CH:23]=[CH:24][S:25][C:19]=2[C:18](=O)[CH2:17]1)=[O:15])[CH3:12]>C1COCC1.CCOC(C)=O>[CH2:11]([O:13][C:14]([N:16]1[CH2:22][CH2:21][C:20]2[CH:23]=[CH:24][S:25][C:19]=2[C:18](=[CH2:1])[CH2:17]1)=[O:15])[CH3:12] |f:0.1|. Reactants: C[Si](C)(C)[N-][Si](C)(C)C.[K+] (KHMDS), C(C)OC(=O)N1CC(C2=C(CC1)C=CS2)=O (8-Oxo-4,5,7,8-tetrahydro-thieno[2,3-d]azepine-6-carboxylic acid ethyl ester). Yields the product C(C)OC(=O)N1CC(C2=C(CC1)C=CS2)=C (8-Methylene-4,5,7,8-tetrahydro-thieno[2,3-d]azepine-6-carboxylic acid ethyl ester). Solvent: CCOC(=O)C (EtOAc), C1CCOC1 (THF), C1CCOC1 (THF). The reactants are ClCCl, CN(C)C=O, CS(=O)(=O)c1ccc(C(CC2CCCC2)C(=O)O)cc1Cl, O=C(Cl)C(=O)Cl, CC(C)=Cc1cnc(N)cn1, c1ccncc1. The product is CC(C)=Cc1cnc(NC(=O)C(CC2CCCC2)c2ccc(S(C)(=O)=O)c(Cl)c2)cn1. RXN SMILES: [CH2:44]([Cl:45])[Cl:46].[CH3:28][N:29]([CH3:30])[CH:31]=[O:32].[Cl:1][c:2]1[cH:3][c:4]([CH:12]([C:13](=[O:14])[OH:15])[CH2:16][CH:17]2[CH2:18][CH2:19][CH2:20][CH2:21]2)[cH:5][cH:6][c:7]1[S:8](=[O:9])(=[O:10])[CH3:11].[Cl:22][C:23]([C:24]([Cl:25])=[O:26])=[O:27].[NH2:33][c:34]1[n:35][cH:36][c:37]([CH:40]=[C:41]([CH3:42])[CH3:43])[n:38][cH:39]1.[cH:47]1[cH:48][cH:49][n:50][cH:51][cH:52]1>>[Cl:1][c:2]1[cH:3][c:4]([CH:12]([C:13](=[O:15])[NH:33][c:34]2[n:35][cH:36][c:37]([CH:40]=[C:41]([CH3:42])[CH3:43])[n:38][cH:39]2)[CH2:16][CH:17]2[CH2:18][CH2:19][CH2:20][CH2:21]2)[cH:5][cH:6][c:7]1[S:8](=[O:9])(=[O:10])[CH3:11]. Starting materials: NC1=C(C=C(C(=O)OC)C=C1)Cl (Methyl 4-amino-3-chlorobenzoate), C(O)([O-])=O.[Na+] (sodium hydrogen carbonate). Run in O1CCCC1 (tetrahydrofuran), O (water), ClC(=O)OCC1=CC=CC=C1 (benzyl chloroformate). Reaction conditions: time 22.5 hour. Yields the product C(C1=CC=CC=C1)OC(=O)NC1=C(C=C(C(=O)OC)C=C1)Cl (methyl 4-benzyloxycarbonylamino-3-chlorobenzoate). Yield: 154.3%. Reaction SMILES: [NH2:1][C:2]1[CH:11]=[CH:10][C:5]([C:6]([O:8][CH3:9])=[O:7])=[CH:4][C:3]=1[Cl:12].[C:13](=[O:16])([O-])[OH:14].[Na+]>O1CCCC1.O.ClC(OCC1C=CC=CC=1)=O>[CH2:6]([O:14][C:13]([NH:1][C:2]1[CH:11]=[CH:10][C:5]([C:6]([O:8][CH3:9])=[O:7])=[CH:4][C:3]=1[Cl:12])=[O:16])[C:5]1[CH:10]=[CH:11][CH:2]=[CH:3][CH:4]=1 |f:1.2|. Procedure: Methyl 4-amino-3-chlorobenzoate (5.65 g; synthesized in accordance with Synthesis, 1985, 669) was dissolved in tetrahydrofuran (112 ml) and admixed with a solution of sodium hydrogen carbonate (7.67 g) in water (84.8 ml) and benzyl chloroformate (39.1 ml) and the mixture was stirred under a nitrogen atmosphere at room temperature for 22.5 hours. The reaction mixture was extracted with ethyl acetate and the ethyl acetate layer was washed three times with water and then twice with saturated brine.... The reactants are Cl, Cl, NN, Nc1nc2ccc(OC(F)(F)F)cc2s1, NN, O, OCCO. Product: NNc1nc2ccc(OC(F)(F)F)cc2s1. As a reaction SMILES: [ClH:19].[ClH:20].[NH2:17][NH2:18].[NH2:1][c:2]1[s:3][c:4]2[c:5]([n:6]1)[cH:7][cH:8][c:9]([O:11][C:12]([F:13])([F:14])[F:15])[cH:10]2.[NH2:21][NH2:22].[OH2:16].[OH:23][CH2:24][CH2:25][OH:26]>>[NH:1]([c:2]1[s:3][c:4]2[c:5]([n:6]1)[cH:7][cH:8][c:9]([O:11][C:12]([F:13])([F:14])[F:15])[cH:10]2)[NH2:17].